Task: describe an organic reaction: reactants, conditions, products, and yield. Dataset: the Open Reaction Database (ORD), a public repository of structured organic reaction records Reactants: N1CCCC1 (pyrrolidine), C(N)(=O)C1=C(C(=CN1)C(=O)OCC)C1=CC=C(C=C1)NC(=O)NC1=C(C=CC(=C1)C(F)(F)F)F (ethyl 5-carbamoyl-4-{4-[3-(2-fluoro-5-trifluoromethylphenyl)ureido]phenyl}-1H-pyrrole-3-carboxylate). Product: FC1=C(C=C(C=C1)C(F)(F)F)NC(NC1=CC=C(C=C1)C1=C(NC=C1C(=O)N1CCCC1)C(=O)N)=O (3-{4-[3-(2-fluoro-5-trifluoromethylphenyl)ureido]phenyl}-4-(pyrrolidine-1-carbonyl)-1H-pyrrole-2-carboxamide). As a reaction SMILES: [NH:1]1[CH2:5][CH2:4][CH2:3][CH2:2]1.[C:6]([C:9]1[NH:13][CH:12]=[C:11]([C:14]([O:16]CC)=O)[C:10]=1[C:19]1[CH:24]=[CH:23][C:22]([NH:25][C:26]([NH:28][C:29]2[CH:34]=[C:33]([C:35]([F:38])([F:37])[F:36])[CH:32]=[CH:31][C:30]=2[F:39])=[O:27])=[CH:21][CH:20]=1)(=[O:8])[NH2:7]>>[F:39][C:30]1[CH:31]=[CH:32][C:33]([C:35]([F:36])([F:37])[F:38])=[CH:34][C:29]=1[NH:28][C:26](=[O:27])[NH:25][C:22]1[CH:21]=[CH:20][C:19]([C:10]2[C:11]([C:14]([N:1]3[CH2:5][CH2:4][CH2:3][CH2:2]3)=[O:16])=[CH:12][NH:13][C:9]=2[C:6]([NH2:7])=[O:8])=[CH:24][CH:23]=1. Procedure details: The process is performed in a manner similar to that described in Example 39 but starting with pyrrolidine and ethyl 5-carbamoyl-4-{4-[3-(2-fluoro-5-trifluoromethylphenyl)ureido]phenyl}-1H-pyrrole-3-carboxylate. After a similar work-up, 3-{4-[3-(2-fluoro-5-trifluoromethylphenyl)ureido]phenyl}-4-(pyrrolidine-1-carbonyl)-1H-pyrrole-2-carboxamide is obtained; ES+: m/z=504 [M+H]+. Starting materials: BrC1=CC=2C3=C(C=NC2C=C1)N(C(N3C=3C(=NN(C3)C)C)=O)C (8-bromo-1-(1,3-dimethyl-1H-pyrazol-4-yl)-3-methyl-1,3-dihydro-imidazo[4,5-c]quinolin-2-one), BrC1=CC=2C3=C(C=NC2C=C1)N(C(N3C=3C(=NN(C3)C)C)=O)C (8-bromo-1-(1,3-dimethyl-1H-pyrazol-4-yl)-3-methyl-1,3-dihydro-imidazo[4,5-c]quinolin-2-one), ClC=1C(=NC=C(C1)B1OC(C(O1)(C)C)(C)C)NC ([3-chloro-5-(4,4,5,5-tetramethyl-[1,3,2]dioxaborolan-2-yl)-pyridin-2-yl]-methyl-amine). Product: ClC=1C=C(C=NC1NC)C1=CC=2C3=C(C=NC2C=C1)N(C(N3C=3C(=NN(C3)C)C)=O)C (8-(5-Chloro-6-methylamino-pyridin-3-yl)-1-(1,3-dimethyl-1H-pyrazol-4-yl)-3-methyl-1,3-dihydro-imidazo[4,5-c]quinolin-2-one). As a reaction SMILES: Br[C:2]1[CH:11]=[CH:10][C:9]2[N:8]=[CH:7][C:6]3[N:12]([CH3:23])[C:13](=[O:22])[N:14]([C:15]4[C:16]([CH3:21])=[N:17][N:18]([CH3:20])[CH:19]=4)[C:5]=3[C:4]=2[CH:3]=1.[Cl:24][C:25]1[C:26]([NH:40][CH3:41])=[N:27][CH:28]=[C:29](B2OC(C)(C)C(C)(C)O2)[CH:30]=1>>[Cl:24][C:25]1[CH:30]=[C:29]([C:2]2[CH:11]=[CH:10][C:9]3[N:8]=[CH:7][C:6]4[N:12]([CH3:23])[C:13](=[O:22])[N:14]([C:15]5[C:16]([CH3:21])=[N:17][N:18]([CH3:20])[CH:19]=5)[C:5]=4[C:4]=3[CH:3]=2)[CH:28]=[N:27][C:26]=1[NH:40][CH3:41]. Procedure details: The title compound was synthesized in a similar manner as described for Example 1.1 using 8-bromo-1-(1,3-dimethyl-1H-pyrazol-4-yl)-3-methyl-1,3-dihydro-imidazo[4,5-c]quinolin-2-one (Intermediate A, 0.107 mmol) and [3-chloro-5-(4,4,5,5-tetramethyl-[1,3,2]dioxaborolan-2-yl)-pyridin-2-yl]-methyl-amine (stage 146.1.1) to give the title compound as a yellow foam. (HPLC: tR 2.53 min (Method A); M+H=485 MS-ES; 1H-NMR (d6-DMSO, 400 MHz) 8.91 (s, 1H), 8.24-8.21 (m, 1H), 8.15 (s, 1H), 8.06-8.01 (m, 1H), 7... The reactants are O=[N+]([O-])c1ccccc1F, [H-], [Na+], C1CCOC1, CSCCO. The product is CSCCOc1ccccc1[N+](=O)[O-]. RXN SMILES: [F:8][c:9]1[c:10]([N+:15](=[O:16])[O-:17])[cH:11][cH:12][cH:13][cH:14]1.[H-:7].[Na+:6].[O:18]1[CH2:19][CH2:20][CH2:21][CH2:22]1.[OH:1][CH2:2][CH2:3][S:4][CH3:5]>>[O:1]([CH2:2][CH2:3][S:4][CH3:5])[c:9]1[c:10]([N+:15](=[O:16])[O-:17])[cH:11][cH:12][cH:13][cH:14]1. Reactants: [Li]CCCC, C1CCOC1, CC(C)(C)OC(=O)N(Cc1cn(COCC[Si](C)(C)C)cn1)C1CCN(Cc2ccccc2)CC1, CCCCCC, [Cl-], [NH4+], CN(C)C=O. The product is CC(C)(C)OC(=O)N(Cc1cn(COCC[Si](C)(C)C)c(C=O)n1)C1CCN(Cc2ccccc2)CC1. Reaction SMILES: [CH2:1]([Li:2])[CH2:3][CH2:4][CH3:5].[CH2:54]1[O:55][CH2:56][CH2:57][CH2:58]1.[CH2:6]([c:7]1[cH:8][cH:9][cH:10][cH:11][cH:12]1)[N:13]1[CH2:14][CH2:15][CH:16]([N:19]([C:20]([O:21][C:22]([CH3:23])([CH3:24])[CH3:25])=[O:26])[CH2:27][c:28]2[n:29][cH:30][n:31]([CH2:33][O:34][CH2:35][CH2:36][Si:37]([CH3:38])([CH3:39])[CH3:40])[cH:32]2)[CH2:17][CH2:18]1.[CH3:48][CH2:49][CH2:50][CH2:51][CH2:52][CH3:53].[Cl-:46].[NH4+:47].[O:41]=[CH:42][N:43]([CH3:44])[CH3:45]>>[CH2:6]([c:7]1[cH:8][cH:9][cH:10][cH:11][cH:12]1)[N:13]1[CH2:14][CH2:15][CH:16]([N:19]([C:20]([O:21][C:22]([CH3:23])([CH3:24])[CH3:25])=[O:26])[CH2:27][c:28]2[n:29][c:30]([CH:42]=[O:41])[n:31]([CH2:33][O:34][CH2:35][CH2:36][Si:37]([CH3:38])([CH3:39])[CH3:40])[cH:32]2)[CH2:17][CH2:18]1. The reactants are BrCCCCCBr, [Li]CCCC, [Cl-], O=C1Cc2cccc(F)c2N1, [Li+], C1CCOC1. Product: O=C1Nc2c(F)cccc2C12CCCCC2. RXN SMILES: [Br:19][CH2:20][CH2:21][CH2:22][CH2:23][CH2:24][Br:25].[CH2:14]([Li:15])[CH2:16][CH2:17][CH3:18].[Cl-:13].[F:1][c:2]1[cH:3][cH:4][cH:5][c:6]2[c:10]1[NH:9][C:8](=[O:11])[CH2:7]2.[Li+:12].[O:26]1[CH2:27][CH2:28][CH2:29][CH2:30]1>>[F:1][c:2]1[cH:3][cH:4][cH:5][c:6]2[c:10]1[NH:9][C:8](=[O:11])[C:7]21[CH2:20][CH2:21][CH2:22][CH2:23][CH2:24]1. The reactants are O1CCCC1 (tetrahydrofuran), O (water), Cl (hydrochloric acid), C(CCCCCCCCCCCCCCCCC)(=O)Cl (octadecanoic acid chloride), tris-trimethylsilyloxyethylene, tris-trimethylsilyloxyethylene. The solvent is C(C)(=O)OCC (ethyl acetate). Product: OCC(CCCCCCCCCCCCCCCCC)=O (1-Hydroxy-2-nonadecanone). RXN SMILES: [C:1](Cl)(=[O:19])[CH2:2][CH2:3][CH2:4][CH2:5][CH2:6][CH2:7][CH2:8][CH2:9][CH2:10][CH2:11][CH2:12][CH2:13][CH2:14][CH2:15][CH2:16][CH2:17][CH3:18].O1CCC[CH2:22]1.[OH2:26].Cl>C(OCC)(=O)C>[OH:26][CH2:22][C:1](=[O:19])[CH2:2][CH2:3][CH2:4][CH2:5][CH2:6][CH2:7][CH2:8][CH2:9][CH2:10][CH2:11][CH2:12][CH2:13][CH2:14][CH2:15][CH2:16][CH2:17][CH3:18]. Reported procedure: A mixture of about 96.5 g of octadecanoic acid chloride and about 205.06 g of tris-trimethylsilyloxyethylene was heated at about 110°-115° C. for about 2 hours. Another about 65 g of tris-trimethylsilyloxyethylene was added and heating was continued for about one more hour. The solution was poured slowly into a mixture of about 300 ml of tetrahydrofuran, about 300 ml of water and about 50 ml of concentrated hydrochloric acid with vigorous stirring (exothermic). The mixture was stirred at reflux ... Starting materials: solution, C(CCC)[Li] (n-butyl lithium), C(C)OC(CCC1=CC=CC=C1)=O (ethylhydrocinnamate), C(C)(=O)O (Acetic acid), CP(OC)(OC)=O (dimethyl methylphosphonate). The solvent is CCCCCC (hexane), O1CCCC1 (tetrahydrofuran), O1CCCC1 (tetrahydrofuran). Run at time 2 hour. Yields the product O=C(CP(OC)(OC)=O)CCC1=CC=CC=C1 (Dimethyl 2-Oxo-4-phenylbutylphosphonate). RXN SMILES: [CH3:1][P:2](=[O:7])([O:5][CH3:6])[O:3][CH3:4].C([Li])CCC.C([O:15][C:16](=O)[CH2:17][CH2:18][C:19]1[CH:24]=[CH:23][CH:22]=[CH:21][CH:20]=1)C.C(O)(=O)C>O1CCCC1.CCCCCC>[O:15]=[C:16]([CH2:17][CH2:18][C:19]1[CH:24]=[CH:23][CH:22]=[CH:21][CH:20]=1)[CH2:1][P:2](=[O:7])([O:5][CH3:6])[O:3][CH3:4]. Procedure: To a solution of dimethyl methylphosphonate (115.5 g.) in tetrahydrofuran (2.1 l.) at -65°, there is added 660 ml. of a 1.6 M solution of n-butyl lithium in hexane, and then there is added a solution of ethylhydrocinnamate (93.5 g.) in tetrahydrofuran (225 ml.). The mixture is stirred at -65° for 2 hrs. and then stirring is continued at 25° for 16 hrs. Acetic acid (70 ml.) is added, the solution is concentrated under reduced pressure and the residue is partitioned between methylene chloride and ... The reactants are O=C1C=CC(=O)C=2C=CC=CC12, O=C(O)C1CCCCC1. The reagents and catalysts are O=S(=O)(O)OOS(=O)(=O)O.N. Run in O, O=S(C)C. Conditions: temperature 40 celsius, time 16 hour. Yields the product O=C1C=2C=CC=CC2C(=O)C(=C1C3CCCCC3)C4CCCCC4. Yield: 64.0%. The reactants are O=C1N(CCC=2C(=CC=CC12)C(=O)O)C(CCC)CCC (1-oxo-2-(1-propylbutyl)-1,2,3,4-tetrahydroisoquinoline-5-carboxylic acid), Cl.N[C@H]([C@@H](CNC1(CC1)C1=CC(=CC=C1)C(F)(F)F)O)CC1=CC=CC=C1 ((2R,3S)-3-amino-4-phenyl-1-({1-[3-(trifluoromethyl)phenyl]cyclopropyl}amino)butan-2-ol hydrochloride), OC1=CC=CC=2NN=NC21 (hydroxybenzotriazole), Cl.CN(CCCN=C=NCC)C (1-(3-dimethylaminopropyl)-3-ethylcarbodiimide hydrochloride), C(C)(C)N(C(C)C)CC (N,N-diisopropylethylamine). Run in ClCCl (dichloromethane), O (water), ClCCl (dichloromethane). Conditions: time 24 hour. Yields the product C(C1=CC=CC=C1)[C@@H]([C@@H](CNC1(CC1)C1=CC(=CC=C1)C(F)(F)F)O)NC(=O)C=1C=2CCN(C(C2C=CC1)=O)C(CCC)CCC (N-[(1S,2R)-1-Benzyl-2-hydroxy-3-({1-[3-(trifluoromethyl)phenyl]cyclopropyl}amino)propyl]-1-oxo-2-(1-propylbutyl)-1,2,3,4-tetrahydroisoquinoline-5-carboxamide). Yield: 129.8%. Reaction SMILES: [O:1]=[C:2]1[C:11]2[CH:10]=[CH:9][CH:8]=[C:7]([C:12](O)=[O:13])[C:6]=2[CH2:5][CH2:4][N:3]1[CH:15]([CH2:19][CH2:20][CH3:21])[CH2:16][CH2:17][CH3:18].Cl.[NH2:23][C@@H:24]([CH2:42][C:43]1[CH:48]=[CH:47][CH:46]=[CH:45][CH:44]=1)[C@H:25]([OH:41])[CH2:26][NH:27][C:28]1([C:31]2[CH:36]=[CH:35][CH:34]=[C:33]([C:37]([F:40])([F:39])[F:38])[CH:32]=2)[CH2:30][CH2:29]1.OC1C2N=NNC=2C=CC=1.Cl.CN(C)CCCN=C=NCC.C(N(CC)C(C)C)(C)C>ClCCl.O>[CH2:42]([C@H:24]([NH:23][C:12]([C:7]1[C:6]2[CH2:5][CH2:4][N:3]([CH:15]([CH2:16][CH2:17][CH3:18])[CH2:19][CH2:20][CH3:21])[C:2](=[O:1])[C:11]=2[CH:10]=[CH:9][CH:8]=1)=[O:13])[C@H:25]([OH:41])[CH2:26][NH:27][C:28]1([C:31]2[CH:36]=[CH:35][CH:34]=[C:33]([C:37]([F:38])([F:39])[F:40])[CH:32]=2)[CH2:29][CH2:30]1)[C:43]1[CH:48]=[CH:47][CH:46]=[CH:45][CH:44]=1 |f:1.2,4.5|. Procedure: Poured into a suspension of 125 mg of 1-oxo-2-(1-propylbutyl)-1,2,3,4-tetrahydroisoquinoline-5-carboxylic acid, 170 mg of (2R,3S)-3-amino-4-phenyl-1-({1-[3-(trifluoromethyl)phenyl]cyclopropyl}amino)butan-2-ol hydrochloride (2:1), 9 mg of hydroxybenzotriazole and 104 mg of 1-(3-dimethylaminopropyl)-3-ethylcarbodiimide hydrochloride in 15 cm3 of dichloromethane is 0.444 cm3 of N,N-diisopropylethylamine at a temperature close to 20° C. The solution is kept stirring for 24 h. 15 cm3 of dichlorometha... The reactants are ClC1=CC=C(C=C1)SC1C(NC2=CC=CC(=C12)[N+](=O)[O-])(CC(=O)O)C (3-[(4-chlorophenyl)thio]-2-methyl-4-nitro-1H-indole-acetic acid), ClC1=CC=C(C=C1)SC1=C(NC2=CC=C(C=C12)C(=O)OC)C (3-[(4-chlorophenyl)thio]-2-methyl-1H-indole-5-carboxylic acid, methyl ester), C(C)O (ethanol). The reagents and catalysts are [Pt] (Pt/C). Conditions: time 8 hour. Yields the product NC1=C2C(=C(N(C2=CC=C1)CC(=O)OCC)C)SC1=CC=C(C=C1)Cl (4-amino-3-[(4-chlorophenyl)thio]-2-methyl-1H-indole-1-acetic acid, ethyl ester). Reaction SMILES: [Cl:1][C:2]1[CH:7]=[CH:6][C:5]([S:8][CH:9]2[C:17]3[C:12](=[CH:13][CH:14]=[CH:15][C:16]=3[N+:18]([O-])=O)[NH:11][C:10]2([CH3:25])CC(O)=O)=[CH:4][CH:3]=1.ClC1C=CC(SC2C3C(=CC=[C:40]([C:43]([O:45][CH3:46])=[O:44])C=3)NC=2C)=CC=1.[CH2:48](O)C>[Pt]>[NH2:18][C:16]1[CH:15]=[CH:14][CH:13]=[C:12]2[C:17]=1[C:9]([S:8][C:5]1[CH:4]=[CH:3][C:2]([Cl:1])=[CH:7][CH:6]=1)=[C:10]([CH3:25])[N:11]2[CH2:40][C:43]([O:45][CH2:46][CH3:48])=[O:44]. Reported procedure: A suspension of the product from example 55 part (ii) (2.25 g) in ethanol (170 ml) was stirred in the presence of 5% Pt/C (0.5 g) under 2 bar pressure of H2. After stirring overnight the catalyst was removed by filtration and the filtrates concentrated in vacuo. Purification by flash column chromatography (14% EtOAc/hexane as eluent) gave the sub-title compound (1.4 g).